This data is from the Open Reaction Database (ORD), a public repository of structured organic reaction records. The task is: describe an organic reaction: reactants, conditions, products, and yield The reactants are S1C=CC(C=2NC=3C=CC=CC3C21)=O (thiopyrano[3,2-b]indol-4(5H)-one), BrCC(=O)OCC (ethyl bromoacetate). The product is O=C1C=CSC2=C1N(C=1C=CC=CC21)CC(=O)OCC (Ethyl 4,5-dihydro-4-oxothiopyrano[3,2-b]indol-5-acetate). RXN SMILES: [S:1]1[C:13]2[C:12]3[CH:11]=[CH:10][CH:9]=[CH:8][C:7]=3[NH:6][C:5]=2[C:4](=[O:14])[CH:3]=[CH:2]1.Br[CH2:16][C:17]([O:19][CH2:20][CH3:21])=[O:18]>>[O:14]=[C:4]1[C:5]2[N:6]([CH2:16][C:17]([O:19][CH2:20][CH3:21])=[O:18])[C:7]3[CH:8]=[CH:9][CH:10]=[CH:11][C:12]=3[C:13]=2[S:1][CH:2]=[CH:3]1. Procedure details: -- By the same method as described in Example 7, 4.8 g of thiopyrano[3,2-b]indol-4(5H)-one is alkylated with ethyl bromoacetate to give 6.0 g of product, mp 163°-165° C, after recrystallization from ethyl acetate.